This data is from the Open Reaction Database (ORD), a public repository of structured organic reaction records. The task is: describe an organic reaction: reactants, conditions, products, and yield As a reaction SMILES: [C:2]([Cl:3])([Cl:4])([Cl:5])[Cl:6].[C:7]([CH2:8][C:9](=[O:10])[O:11][CH2:12][CH3:13])(=[O:14])[O:15][CH2:16][CH3:17].[CH3:18][O:19][c:20]1[cH:21][c:22]([C:23](=[O:24])[Cl:25])[cH:26][c:27]([N+:31](=[O:32])[O-:33])[c:28]1[O:29][CH3:30].[CH3:34][CH2:35][OH:36].[CH3:37][c:38]1[cH:39][cH:40][cH:41][cH:42][cH:43]1.[Mg:1].[O:44]1[CH2:45][CH2:46][CH2:47][CH2:48]1>>[C:7]([CH:8]([C:9](=[O:10])[O:11][CH2:12][CH3:13])[C:23]([c:22]1[cH:21][c:20]([O:19][CH3:18])[c:28]([O:29][CH3:30])[c:27]([N+:31](=[O:32])[O-:33])[cH:26]1)=[O:24])(=[O:14])[O:15][CH2:16][CH3:17]. Reactants: ClC(Cl)(Cl)Cl, CCOC(=O)CC(=O)OCC, COc1cc(C(=O)Cl)cc([N+](=O)[O-])c1OC, CCO, Cc1ccccc1, [Mg], C1CCOC1. Yields the product CCOC(=O)C(C(=O)OCC)C(=O)c1cc(OC)c(OC)c([N+](=O)[O-])c1. Starting materials: Cl (hydrochloric acid), CN1CCOCC1 (N-methylmorpholine), Cl.CN(CCCN=C=NCC)C (1-(3-dimethylaminopropyl)-3-ethylcarbodiimide hydrochloride), C(C)OC(=O)[C@@H]1[C@H]2CC[C@@H]([C@@H]1NCCC1CC1)C2 ((1S,2R,3S,4R)-3-(2-cyclopropyl-ethylamino)-bicyclo[2.2.1]heptane-2-carboxylic acid ethyl ester), CS(=O)(=O)NC1=CC2=C(NC(=NS2(=O)=O)CC(=O)O)C=C1 ((7-methanesulfonylamino-1,1-dioxo-1,4-dihydro-1λ6-benzo[1,2,4]thiadiazin-3-yl)-acetic acid), CS(=O)(=O)NC1=CC2=C(NC(=NS2(=O)=O)CC(=O)O)C=C1 ((7-methanesulfonylamino-1,1-dioxo-1,4-dihydro-1λ6-benzo[1,2,4]thiadiazin-3-yl)-acetic acid), Cl.CN(CCCN=C=NCC)C (1-(3-dimethylaminopropyl)-3-ethylcarbodiimide hydrochloride). Solvent: CN(C=O)C (N,N-dimethylformamide). Run at temperature 25 celsius, time 21 hour. Yields the product crude product, C(C)OC(=O)[C@@H]1[C@H]2CC[C@@H]([C@@H]1N(C(CC1=NS(C3=C(N1)C=CC(=C3)NS(=O)(=O)C)(=O)=O)=O)CCC3CC3)C2 ((1S,2R,3S,4R)-3-{(2-cyclopropyl-ethyl)-[2-(7-methanesulfonylamino-1,1-dioxo-1,4-dihydro-1λ6-benzo[1,2,4]thiadiazin-3-yl)-acetyl]-amino}-bicyclo[2.2.1]heptane-2-carboxylic acid ethyl ester). RXN SMILES: [CH2:1]([O:3][C:4]([C@H:6]1[C@@H:11]([NH:12][CH2:13][CH2:14][CH:15]2[CH2:17][CH2:16]2)[C@H:10]2[CH2:18][C@@H:7]1[CH2:8][CH2:9]2)=[O:5])[CH3:2].[CH3:19][S:20]([NH:23][C:24]1[CH:39]=[CH:38][C:27]2[NH:28][C:29]([CH2:34][C:35](O)=[O:36])=[N:30][S:31](=[O:33])(=[O:32])[C:26]=2[CH:25]=1)(=[O:22])=[O:21].CN1CCOCC1.Cl.CN(C)CCCN=C=NCC.Cl>CN(C)C=O>[CH2:1]([O:3][C:4]([C@H:6]1[C@@H:11]([N:12]([CH2:13][CH2:14][CH:15]2[CH2:16][CH2:17]2)[C:35](=[O:36])[CH2:34][C:29]2[NH:28][C:27]3[CH:38]=[CH:39][C:24]([NH:23][S:20]([CH3:19])(=[O:22])=[O:21])=[CH:25][C:26]=3[S:31](=[O:32])(=[O:33])[N:30]=2)[C@H:10]2[CH2:18][C@@H:7]1[CH2:8][CH2:9]2)=[O:5])[CH3:2] |f:3.4|. Procedure: To a stirred solution of (1S,2R,3S,4R)-3-(2-cyclopropyl-ethylamino)-bicyclo[2.2.1]heptane-2-carboxylic acid ethyl ester (338.2 mg, 1.35 mmol) in anhydrous N,N-dimethylformamide (10 mL) under a nitrogen atmosphere, (7-methanesulfonylamino-1,1-dioxo-1,4-dihydro-1λ6-benzo[1,2,4]thiadiazin-3-yl)-acetic acid (prepared as described in Example 1 g, 493 mg, 1.48 mmol), N-methylmorpholine (0.33 mL, 2.96 mmol) and 1-(3-dimethylaminopropyl)-3-ethylcarbodiimide hydrochloride (284 mg, 1.48 mmol) were added s...